From a dataset of the Open Reaction Database (ORD), a public repository of structured organic reaction records. describe an organic reaction: reactants, conditions, products, and yield Reactants: O=C([O-])[O-], CO, CC(C)c1nnc2ccc(C#C[Si](C)(C)C)cn12, [K+], [K+]. Yields the product C#Cc1ccc2nnc(C(C)C)n2c1. RXN SMILES: [C:19](=[O:20])([O-:21])[O-:22].[CH3:25][OH:26].[CH:1]([CH3:2])([CH3:3])[c:4]1[n:5][n:6][c:7]2[n:8]1[cH:9][c:10]([C:13]#[C:14][Si:15]([CH3:16])([CH3:17])[CH3:18])[cH:11][cH:12]2.[K+:23].[K+:24]>>[CH:1]([CH3:2])([CH3:3])[c:4]1[n:5][n:6][c:7]2[n:8]1[cH:9][c:10]([C:13]#[CH:14])[cH:11][cH:12]2. The reactants are CS(=O)(=O)Cl, COc1cccc2c1C(=O)c1c(OC)cc(N)cc1C2=O, O, c1ccncc1. Yields the product COc1cccc2c1C(=O)c1c(OC)cc(NS(C)(=O)=O)cc1C2=O. Reaction SMILES: [CH3:22][S:23]([Cl:24])(=[O:25])=[O:26].[NH2:1][c:2]1[cH:3][c:4]2[c:13]([c:14]([O:16][CH3:17])[cH:15]1)[C:12](=[O:18])[c:11]1[c:6]([cH:7][cH:8][cH:9][c:10]1[O:19][CH3:20])[C:5]2=[O:21].[OH2:27].[cH:28]1[cH:29][cH:30][n:31][cH:32][cH:33]1>>[NH:1]([c:2]1[cH:3][c:4]2[c:13]([c:14]([O:16][CH3:17])[cH:15]1)[C:12](=[O:18])[c:11]1[c:6]([cH:7][cH:8][cH:9][c:10]1[O:19][CH3:20])[C:5]2=[O:21])[S:23]([CH3:22])(=[O:25])=[O:26].